This data is from the Open Reaction Database (ORD), a public repository of structured organic reaction records. The task is: describe an organic reaction: reactants, conditions, products, and yield The reactants are NC=1SC(=C(N1)C1=CC(=CC=C1)Cl)C(=O)N (2-amino-4-(3-chloro-phenyl)-thiazole-5-carboxylic acid amide), C(C)(C)(C)OC(=O)N1CCC(CC1)COC1=CC(=C(C=C1)[N+](=O)[O-])F (4-(3-fluoro-4-nitro-phenoxymethyl)-piperidine-1-carboxylic acid tert-butyl ester), CN(C=O)C (dimethylformamide), C([O-])([O-])=O.[Cs+].[Cs+] (cesium carbonate). Solvent: C(C)(=O)OCC (ethyl acetate), O (water). Yields the product C(C)(C)(C)OC(=O)N1CCC(CC1)COC1=CC(=C(C=C1)[N+](=O)[O-])NC=1SC(=C(N1)C1=CC(=CC=C1)Cl)C(N)=O (4-{3-[5-carbamoyl-4-(3-chloro-phenyl)-thiazole-2-ylamino]-4-nitro-phenoxymethyl}-piperidine-1-carboxylic acid tert-butyl ester). Yield: 18.5%. As a reaction SMILES: [NH2:1][C:2]1[S:3][C:4]([C:14]([NH2:16])=[O:15])=[C:5]([C:7]2[CH:12]=[CH:11][CH:10]=[C:9]([Cl:13])[CH:8]=2)[N:6]=1.[C:17]([O:21][C:22]([N:24]1[CH2:29][CH2:28][CH:27]([CH2:30][O:31][C:32]2[CH:37]=[CH:36][C:35]([N+:38]([O-:40])=[O:39])=[C:34](F)[CH:33]=2)[CH2:26][CH2:25]1)=[O:23])([CH3:20])([CH3:19])[CH3:18].CN(C)C=O.C(=O)([O-])[O-].[Cs+].[Cs+]>C(OCC)(=O)C.O>[C:17]([O:21][C:22]([N:24]1[CH2:29][CH2:28][CH:27]([CH2:30][O:31][C:32]2[CH:33]=[CH:34][C:35]([N+:38]([O-:40])=[O:39])=[C:36]([NH:1][C:2]3[S:3][C:4]([C:14](=[O:15])[NH2:16])=[C:5]([C:7]4[CH:12]=[CH:11][CH:10]=[C:9]([Cl:13])[CH:8]=4)[N:6]=3)[CH:37]=2)[CH2:26][CH2:25]1)=[O:23])([CH3:20])([CH3:18])[CH3:19] |f:3.4.5|. Procedure: To a mixture of 0.35 g (1.38 mmole) of 2-amino-4-(3-chloro-phenyl)-thiazole-5-carboxylic acid amide (V.2), 0.59 g (1.66 mmole) of 4-(3-fluoro-4-nitro-phenoxymethyl)-piperidine-1-carboxylic acid tert-butyl ester (IV.23) and 10 mL of dimethylformamide was added 2.24 g (6.90 mmole) of cesium carbonate. The mixture was heated at 70 degrees for 5 hours and then diluted with ethyl acetate and water. The aqueous phase was extracted three times with ethyl acetate. The combined organic phases were washed...